From a dataset of the Open Reaction Database (ORD), a public repository of structured organic reaction records. describe an organic reaction: reactants, conditions, products, and yield Reactants: [BH4-].[Na+] (sodium borohydride), N1C(=NC=C1)C=O (2-imidazole carboxaldehyde), C(OC)(OC)OC (trimethyl orthoformate), NCC1=CC=C2C=C(CC2=C1)CCCCN(CCC)CCC ([4-(6-aminomethyl-1H-inden-2-yl)-butyl]-dipropyl-amine). The solvent is CO (methanol). Conditions: time 30 minute. Yields the product N1C(=NC=C1)CNCC1=CC=C2C=C(CC2=C1)CCCCN(CCC)CCC ([4-(6-{[(1H-imidazol-2-ylmethyl)-amino]-methyl}-1H-inden-2-yl)-butyl]-dipropyl-amine). Yield: 53.8%. RXN SMILES: [NH2:1][CH2:2][C:3]1[CH:11]=[C:10]2[C:6]([CH:7]=[C:8]([CH2:12][CH2:13][CH2:14][CH2:15][N:16]([CH2:20][CH2:21][CH3:22])[CH2:17][CH2:18][CH3:19])[CH2:9]2)=[CH:5][CH:4]=1.[NH:23]1[CH:27]=[CH:26][N:25]=[C:24]1[CH:28]=O.C(OC)(OC)OC.[BH4-].[Na+]>CO>[NH:23]1[CH:27]=[CH:26][N:25]=[C:24]1[CH2:28][NH:1][CH2:2][C:3]1[CH:11]=[C:10]2[C:6]([CH:7]=[C:8]([CH2:12][CH2:13][CH2:14][CH2:15][N:16]([CH2:20][CH2:21][CH3:22])[CH2:17][CH2:18][CH3:19])[CH2:9]2)=[CH:5][CH:4]=1 |f:3.4|. Reported procedure: The compound (40.1 mg) obtained in Example 11-13 was dissolved in methanol (2.0 ml) and added with 2-imidazole carboxaldehyde (19.2 mg) and trimethyl orthoformate (42.5 mg) and the whole was stirred at room temperature for 30 minutes. Subsequently, the solution was added with sodium borohydride (15.1 mg) under ice-cooling, followed by stirring at room temperature for additional 30 minutes. The reaction solution was concentrated under reduced pressure. The residue was added with water, and extrac... Starting materials: COCCO[Al+]OCCOC, O=C(c1ccc(Cl)cc1)N1CC2CC2(c2ccc(Cl)cc2)C1, [H-], [H-], [Na+], c1ccccc1. Product: Clc1ccc(CN2CC3CC3(c3ccc(Cl)cc3)C2)cc1. As a reaction SMILES: [CH3:24][O:25][CH2:26][CH2:27][O:28][Al+:29][O:30][CH2:31][CH2:32][O:33][CH3:34].[Cl:1][c:2]1[cH:3][cH:4][c:5]([C:6](=[O:7])[N:8]2[CH2:9][C:10]3([c:14]4[cH:15][cH:16][c:17]([Cl:20])[cH:18][cH:19]4)[CH2:11][CH:12]3[CH2:13]2)[cH:21][cH:22]1.[H-:23].[H-:36].[Na+:35].[cH:37]1[cH:38][cH:39][cH:40][cH:41][cH:42]1>>[Cl:1][c:2]1[cH:3][cH:4][c:5]([CH2:6][N:8]2[CH2:9][C:10]3([c:14]4[cH:15][cH:16][c:17]([Cl:20])[cH:18][cH:19]4)[CH2:11][CH:12]3[CH2:13]2)[cH:21][cH:22]1. The reactants are C(C1=CC=CC=C1)(=O)C1=C(C(=O)O)C=CC(=C1)Br (2-benzoyl-4-bromobenzoic acid), COC1=CC=C(CNCC(CC)O)C=C1 (1-(4-methoxybenzylamino)butan-2-ol), O.ON1N=NC2=C1C=CC=C2 (1-hydroxy-1H-benzotriazole monohydrate), Cl.C(C)N=C=NCCCN(C)C (1-ethyl-3-(3-dimethylaminopropyl)carbodiimide hydrochloride). The solvent is C(C)#N (acetonitrile). Reaction conditions: time 18 hour. Yields the product C(C1=CC=CC=C1)(=O)C1=C(C(=O)N(CC2=CC=C(C=C2)OC)CC(CC)O)C=CC(=C1)Br (2-benzoyl-4-bromo-N-(2-hydroxybutyl)-N-(4-methoxybenzyl)benzamide). The yield is 26.2%. Reaction SMILES: [C:1]([C:9]1[CH:17]=[C:16]([Br:18])[CH:15]=[CH:14][C:10]=1[C:11]([OH:13])=O)(=[O:8])[C:2]1[CH:7]=[CH:6][CH:5]=[CH:4][CH:3]=1.[CH3:19][O:20][C:21]1[CH:33]=[CH:32][C:24]([CH2:25][NH:26][CH2:27][CH:28]([OH:31])[CH2:29][CH3:30])=[CH:23][CH:22]=1.O.ON1C2C=CC=CC=2N=N1.Cl.C(N=C=NCCCN(C)C)C>C(#N)C>[C:1]([C:9]1[CH:17]=[C:16]([Br:18])[CH:15]=[CH:14][C:10]=1[C:11]([N:26]([CH2:27][CH:28]([OH:31])[CH2:29][CH3:30])[CH2:25][C:24]1[CH:23]=[CH:22][C:21]([O:20][CH3:19])=[CH:33][CH:32]=1)=[O:13])(=[O:8])[C:2]1[CH:3]=[CH:4][CH:5]=[CH:6][CH:7]=1 |f:2.3,4.5|. Procedure details: [Step 1] To a solution of 1-amino-2-butanol (3.9 g) in methanol (50 ml) was added anisaldehyde (5.0 g) under ice-cooling. The mixture was stirred at the same temperature for 1 hr., and a solution of sodium borohydride (1.1 g) in 1N sodium hydroxide (17 ml) was added dropwise. The mixture was stirred at 0° C. for 30 min, 2N hydrochloric acid (68 ml) was added dropwise and diisopropyl ether was added to allow partitioning. The aqueous layer was alkalified with potassium carbonate (12.1 g) and ethy... Reactants: CC(C)C[Al+]CC(C)C, ClCCl, CCCCCC, CC(C)(CCC#N)[N+](=O)[O-], [H-], [Mg+2], O=S(=O)([O-])[O-], O. The product is CC(C)(CCC=O)[N+](=O)[O-]. As a reaction SMILES: [CH2:18]([Al+:19][CH2:20][CH:21]([CH3:22])[CH3:23])[CH:24]([CH3:25])[CH3:26].[CH2:34]([Cl:35])[Cl:36].[CH3:11][CH2:12][CH2:13][CH2:14][CH2:15][CH3:16].[CH3:1][C:2]([CH2:3][CH2:4][C:5]#[N:6])([CH3:7])[N+:8](=[O:9])[O-:10].[H-:17].[Mg+2:28].[O-:29][S:30](=[O:31])(=[O:32])[O-:33].[OH2:27]>>[CH3:1][C:2]([CH2:3][CH2:4][CH:5]=[O:29])([CH3:7])[N+:8](=[O:9])[O-:10].